The task is: describe an organic reaction: reactants, conditions, products, and yield. This data is from the Open Reaction Database (ORD), a public repository of structured organic reaction records. Starting materials: FC(OC1=CC=C(C=C1)N1C(C2(CC1)CCNCC2)=O)(F)F (2-(4-trifluoromethoxy-phenyl)-2,8-diaza-spiro[4.5]decan-1-one), O=C(OC(Cl)(Cl)Cl)Cl (diphosgene), C(C)(C)N (isopropylamine). Product: C(C)(C)NC(=O)N1CCC2(CCN(C2=O)C2=CC=C(C=C2)OC(F)(F)F)CC1 (1-Oxo-2-(4-trifluoromethoxy-phenyl)-2,8-diaza-spiro[4.5]decane-8-carboxylic acid isopropylamide). RXN SMILES: [F:1][C:2]([F:22])([F:21])[O:3][C:4]1[CH:9]=[CH:8][C:7]([N:10]2[CH2:14][CH2:13][C:12]3([CH2:19][CH2:18][NH:17][CH2:16][CH2:15]3)[C:11]2=[O:20])=[CH:6][CH:5]=1.O=C(Cl)[O:25][C:26](Cl)(Cl)Cl.[CH:31]([NH2:34])([CH3:33])[CH3:32]>>[CH:31]([NH:34][C:26]([N:17]1[CH2:16][CH2:15][C:12]2([C:11](=[O:20])[N:10]([C:7]3[CH:8]=[CH:9][C:4]([O:3][C:2]([F:1])([F:21])[F:22])=[CH:5][CH:6]=3)[CH2:14][CH2:13]2)[CH2:19][CH2:18]1)=[O:25])([CH3:33])[CH3:32]. Procedure: This material was prepared in analogy to example 251 step B) from 2-(4-trifluoromethoxy-phenyl)-2,8-diaza-spiro[4.5]decan-1-one, diphosgene and isopropylamine. MS (ESI): 400.3 (MH+). Reactants: BrC1=CN(C2=CN=C(C=C21)C2=C(C=CC=C2CC)CC)C2=CC=C(C=C2)C(C)C (3-bromo-5-(2,6-diethyl-phenyl)-1-(4-isopropyl-phenyl)-1H-pyrrolo[2,3-c]pyridine), C(CCC)[Sn](C=C)(CCCC)CCCC (tributyl-vinyl-stannane), resultant mixture, [F-].[K+] (KF). The reagents and catalysts are C=1C=CC(=CC1)[P](C=2C=CC=CC2)(C=3C=CC=CC3)[Pd]([P](C=4C=CC=CC4)(C=5C=CC=CC5)C=6C=CC=CC6)([P](C=7C=CC=CC7)(C=8C=CC=CC8)C=9C=CC=CC9)[P](C=1C=CC=CC1)(C=1C=CC=CC1)C=1C=CC=CC1 (Pd(PPh3)4). Solvent: CN(C)C=O (DMF). Reaction conditions: temperature 100 celsius. The product is C(C)C1=C(C(=CC=C1)CC)C=1C=C2C(=CN1)N(C=C2C=C)C2=CC=C(C=C2)C(C)C (5-(2,6-diethyl-phenyl)-1-(4-isopropyl-phenyl)-3-vinyl-1H-pyrrolo[2,3-c]pyridine). As a reaction SMILES: Br[C:2]1[C:10]2[C:5](=[CH:6][N:7]=[C:8]([C:11]3[C:16]([CH2:17][CH3:18])=[CH:15][CH:14]=[CH:13][C:12]=3[CH2:19][CH3:20])[CH:9]=2)[N:4]([C:21]2[CH:26]=[CH:25][C:24]([CH:27]([CH3:29])[CH3:28])=[CH:23][CH:22]=2)[CH:3]=1.[CH2:30]([Sn](CCCC)(CCCC)C=C)[CH2:31]CC.[F-].[K+]>C1C=CC([P]([Pd]([P](C2C=CC=CC=2)(C2C=CC=CC=2)C2C=CC=CC=2)([P](C2C=CC=CC=2)(C2C=CC=CC=2)C2C=CC=CC=2)[P](C2C=CC=CC=2)(C2C=CC=CC=2)C2C=CC=CC=2)(C2C=CC=CC=2)C2C=CC=CC=2)=CC=1.CN(C=O)C>[CH2:17]([C:16]1[CH:15]=[CH:14][CH:13]=[C:12]([CH2:19][CH3:20])[C:11]=1[C:8]1[CH:9]=[C:10]2[C:2]([CH:30]=[CH2:31])=[CH:3][N:4]([C:21]3[CH:26]=[CH:25][C:24]([CH:27]([CH3:28])[CH3:29])=[CH:23][CH:22]=3)[C:5]2=[CH:6][N:7]=1)[CH3:18] |f:2.3,^1:50,52,71,90|. Procedure: A mixture of 3-bromo-5-(2,6-diethyl-phenyl)-1-(4-isopropyl-phenyl)-1H-pyrrolo[2,3-c]pyridine (440 mg, 0.98 mmol), tributyl-vinyl-stannane (620 mg, 1.96 mmol), Pd(PPh3)4 (113 mg, 0.098 mmol), and DMF (5 mL) is heated to 100° C. for 3 h under nitrogen. The mixture is poured to a saturated aqueous KF solution (20 mL), and the resultant mixture is stirred for three hours at room temperature. The product is extracted with EtOAc (70 mL×3). The combined organic extracts are washed with water (100 mL×3)...